From a dataset of the Open Reaction Database (ORD), a public repository of structured organic reaction records. describe an organic reaction: reactants, conditions, products, and yield Starting materials: Cl (HCl), ClC=1C=CC(=C(C1)O)I (5-chloro-2-iodophenol), BrCC(=O)OC (methyl bromoacetate), C([O-])([O-])=O.[K+].[K+] (potassium carbonate). The solvent is C(C)#N (acetonitrile). Yields the product ClC1=CC(=C(OCC(=O)OC)C=C1)I (Methyl (4-chloro-2-iodophenoxy)acetate). RXN SMILES: Cl[C:2]1[CH:3]=[CH:4][C:5]([I:9])=[C:6]([OH:8])[CH:7]=1.Br[CH2:11][C:12]([O:14][CH3:15])=[O:13].C(=O)([O-])[O-].[K+].[K+].[ClH:22]>C(#N)C>[Cl:22][C:3]1[CH:2]=[CH:7][C:6]([O:8][CH2:11][C:12]([O:14][CH3:15])=[O:13])=[C:5]([I:9])[CH:4]=1 |f:2.3.4|. Reported procedure: A mixture of 5-chloro-2-iodophenol (4.95 g), methyl bromoacetate (1.85 ml) and potassium carbonate (2.79 g) in acetonitrile (20 ml) was heated under reflux for 2 h. Aq HCl was added and the mixture was extracted with ether (three times). The organic extracts were dried (MgSO4), evaporated and purified by chromatography (silica, petrol ether as eluent) to give the sub-title compound (5.75 g). Starting materials: BrC1=CC=C(C=C1)C(CC\C(=C\CC\C(=C\COC1OCCCC1)\C)\C)O ((4E,8E)-1-(4-bromo-phenyl)-4,8-dimethyl-10-(tetrahydro-pyran-2-yloxy)-deca-4,8-dien-1-ol), C([O-])([O-])=O.[Na+].[Na+] (sodium carbonate). The reagents and catalysts are [O-2].[Mn+4].[O-2] (manganese(IV) oxide). Run in C(Cl)Cl (methylene chloride). Conditions: time 3 hour. The product is BrC1=CC=C(C=C1)C(CC\C(=C\CC\C(=C\COC1OCCCC1)\C)\C)=O ((4E,8E)-(RS)-1-(4-bromo-phenyl)-4,8-dimethyl-10-(tetrahydro-pyran-2-yloxy)-deca-4,8-dien-1-one). Yield: 58.5%. Reaction SMILES: [Br:1][C:2]1[CH:7]=[CH:6][C:5]([CH:8]([OH:27])[CH2:9][CH2:10]/[C:11](/[CH3:26])=[CH:12]/[CH2:13][CH2:14]/[C:15](/[CH3:25])=[CH:16]/[CH2:17][O:18][CH:19]2[CH2:24][CH2:23][CH2:22][CH2:21][O:20]2)=[CH:4][CH:3]=1.C(=O)([O-])[O-].[Na+].[Na+]>C(Cl)Cl.[O-2].[Mn+4].[O-2]>[Br:1][C:2]1[CH:3]=[CH:4][C:5]([C:8](=[O:27])[CH2:9][CH2:10]/[C:11](/[CH3:26])=[CH:12]/[CH2:13][CH2:14]/[C:15](/[CH3:25])=[CH:16]/[CH2:17][O:18][CH:19]2[CH2:24][CH2:23][CH2:22][CH2:21][O:20]2)=[CH:6][CH:7]=1 |f:1.2.3,5.6.7|. Procedure details: A solution of 3.4 g of (4E,8E)-1-(4-bromo-phenyl)-4,8-dimethyl-10-(tetrahydro-pyran-2-yloxy)-deca-4,8-dien-1-ol in 60 ml of methylene chloride is treated in succession with 0.29 g of sodium carbonate and 7.5 g of manganese(IV) oxide. After stirring for 3 hrs. the mixture is filtered and again treated in methylene chloride with 0.29 g of sodium carbonate and 7.5 g of manganese (IV) oxide. After filtration and silica gel chromatography with hexane/ethyl acetate (9:1) there are obtained 1.98 g of (... RXN SMILES: [CH2:1]([CH:3]1[CH:29]=[C:28]([CH3:30])[CH2:27][CH:26]([CH3:31])[CH2:25][CH:24]([O:32][CH3:33])[CH:23]2[O:34][C:19]([OH:38])([CH:20]([CH3:37])[CH2:21][CH:22]2[O:35][CH3:36])[C:18](=[O:39])[C:17](=[O:40])[N:16]2[CH:11]([CH2:12][CH2:13][CH2:14][CH2:15]2)[C:10](=[O:41])[O:9][CH:8]([C:42]([CH3:53])=[CH:43][CH:44]2[CH2:49][CH2:48][CH:47]([OH:50])[CH:46]([O:51][CH3:52])[CH2:45]2)[CH:7]([CH3:54])[CH:6]([O:55][Si:56]([C:59]([CH3:62])([CH3:61])[CH3:60])([CH3:58])[CH3:57])[CH2:5][C:4]1=[O:63])[CH3:2].FC(F)(F)S(O)(=O)=O.[CH2:72](OC(=N)C(Cl)(Cl)Cl)[CH:73]=[CH2:74].C1CCCCC1>C(Cl)Cl>[CH2:1]([CH:3]1[CH:29]=[C:28]([CH3:30])[CH2:27][CH:26]([CH3:31])[CH2:25][CH:24]([O:32][CH3:33])[CH:23]2[O:34][C:19]([OH:38])([CH:20]([CH3:37])[CH2:21][CH:22]2[O:35][CH3:36])[C:18](=[O:39])[C:17](=[O:40])[N:16]2[CH:11]([CH2:12][CH2:13][CH2:14][CH2:15]2)[C:10](=[O:41])[O:9][CH:8]([C:42]([CH3:53])=[CH:43][CH:44]2[CH2:49][CH2:48][CH:47]([O:50][CH2:74][CH:73]=[CH2:72])[CH:46]([O:51][CH3:52])[CH2:45]2)[CH:7]([CH3:54])[CH:6]([O:55][Si:56]([C:59]([CH3:60])([CH3:61])[CH3:62])([CH3:58])[CH3:57])[CH2:5][C:4]1=[O:63])[CH3:2] |f:2.3|. The reactants are C(C)C1C(CC(C(C(OC(C2CCCCN2C(C(C2(C(CC(C(C(CC(CC(=C1)C)C)OC)O2)OC)C)O)=O)=O)=O)C(=CC2CC(C(CC2)O)OC)C)C)O[Si](C)(C)C(C)(C)C)=O (17-ethyl-1-hydroxy-14-(tert-butyldimethylsiloxy)-12-[2'-(4"-hydroxy-3"-methoxycyclohexyl)-1'-methylvinyl]-23,25-dimethoxy-13,19,21,27-tetramethyl-11,28-dioxa-4-azatricyclo[22.3.1.04,9 ]octacos-18-ene-2,3,10,16-tetraone), C(C=C)OC(C(Cl)(Cl)Cl)=N.C1CCCCC1 (cyclohexane allyl trichloroacetimidate), FC(S(=O)(=O)O)(F)F (Trifluoromethanesulfonic acid). Solvent: C(Cl)Cl (methylene chloride). Product: C(C)C1C(CC(C(C(OC(C2CCCCN2C(C(C2(C(CC(C(C(CC(CC(=C1)C)C)OC)O2)OC)C)O)=O)=O)=O)C(=CC2CC(C(CC2)OCC=C)OC)C)C)O[Si](C)(C)C(C)(C)C)=O (17-Ethyl-1-hydroxy-14-(tert-butyldimethylsiloxy)-12-[2'-(4"-allyloxy-3"-methoxycyclohexyl)-1'-methylvinyl]-23,25-dimethoxy-13,19,21,27-tetramethyl-11,28-dioxa-4-azatricyclo[22.3.1.04,9 ]octacos-18-ene-2,3,10,16-tetraone). Procedure: To a solution of 17-ethyl-1-hydroxy-14-(tert-butyldimethylsiloxy)-12-[2'-(4"-hydroxy-3"-methoxycyclohexyl)-1'-methylvinyl]-23,25-dimethoxy-13,19,21,27-tetramethyl-11,28-dioxa-4-azatricyclo[22.3.1.04,9 ]octacos-18-ene-2,3,10,16-tetraone (820 mg in 9 ml 33% methylene chloride in cyclohexane allyl trichloroacetimidate (366 μl neat) was added and the reagents allowed to mix for 5 minutes. Trifluoromethanesulfonic acid (16 μl neat) was added slowly via syringe and the mixture stirred at room temperat... Starting materials: CCO.CCOC(=O)C (EtOH EtOAc), CC(=O)O (AcOH), N1C=C(C2=CC=CC=C12)CC=CC(=O)NC(C(=O)O)C(=O)O ((3-Indolylethylidene)acetamidomalonic acid), diacid, N1=CC=CC=C1.O (pyridine water), S(O)(O)(=O)=O (sulphuric acid). Solvent: O (water). Reaction conditions: time 8 hour. Yields the product C(C)(=O)NC(C(=O)O)C(C)C1=CNC2=CC=CC=C12 (2-acetamido-3-(3-indolyl)butanoic acid), ( 74A ). Isolated yield 28.0%. As a reaction SMILES: [NH:1]1[C:9]2[C:4](=[CH:5][CH:6]=[CH:7][CH:8]=2)[C:3]([CH2:10][CH:11]=CC(NC(C(O)=O)C(O)=O)=O)=[CH:2]1.[CH3:23][CH2:24][OH:25].CC[O:28][C:29]([CH3:31])=[O:30].CC(O)=O.S(=O)(=O)(O)O.[N:41]1C=CC=CC=1.O>O>[C:24]([NH:41][CH:31]([CH:10]([C:3]1[C:4]2[C:9](=[CH:8][CH:7]=[CH:6][CH:5]=2)[NH:1][CH:2]=1)[CH3:11])[C:29]([OH:28])=[O:30])(=[O:25])[CH3:23] |f:1.2,5.6|. Procedure details: The malonic acid (73) (5.48 g, 18.0 mmol) was refluxed in pyridine/water (1:1) (20 mL) until no diacid remained (SiO2 :EtOH-EtOAc (1:1) +1% AcOH; rf 0.26). The reaction mixture was cooled, diluted with water (50 mL), and acidified with 10% sulphuric acid (50 mL). The resulting solution was left at 0° C. overnight to crystallize. The brown solid was filtered off and dried to yield 2-acetamido-3-(3-indolyl)butanoic acid isomer A (74A) (1.30 g, 28%); δ H (300M Hz; d6 -DMSO), 1.32 (3H, J 9 Hz, CH3),... The reactants are C(C)OC([C@H](C(C([C@H](C[C@@H](C(C)C)CC1=CC(=C(C=C1)OC)OCCCOC)NC(=O)OC(C)(C)C)=O)(C(=O)OCCC)C(=O)OCC)C(C)C)=O ((2S,5S,7S)-5-tert-butoxycarbonylamino-3-ethoxycarbonyl-2-isopropyl-7-[4-methoxy-3-(3-methoxypropoxy)-benzyl]-8-methyl-4-oxo-3-propoxycarbonyl-nonanoic acid ethyl ester), solution, [OH-].[Na+] (sodium hydroxide). The solvent is C(C)O (ethanol). Reaction conditions: time 24 hour. Product: C(C)(C)(C)OC(=O)N[C@H](C(C[C@H](C(=O)O)C(C)C)=O)C[C@@H](C(C)C)CC1=CC(=C(C=C1)OC)OCCCOC ((2S,5S,7S)-5-tert-butoxycarbonylamino-2-isopropyl-7-[4-methoxy-3-(3-methoxypropoxy)-benzyl]-8-methyl-4-oxo-nonanoic acid). As a reaction SMILES: C([O:3][C:4](=[O:52])[C@@H:5]([CH:49]([CH3:51])[CH3:50])[C:6](C(OCC)=O)(C(OCCC)=O)[C:7](=[O:37])[C@@H:8]([NH:29][C:30]([O:32][C:33]([CH3:36])([CH3:35])[CH3:34])=[O:31])[CH2:9][C@H:10]([CH2:14][C:15]1[CH:20]=[CH:19][C:18]([O:21][CH3:22])=[C:17]([O:23][CH2:24][CH2:25][CH2:26][O:27][CH3:28])[CH:16]=1)[CH:11]([CH3:13])[CH3:12])C.[OH-].[Na+]>C(O)C>[C:33]([O:32][C:30]([NH:29][C@@H:8]([CH2:9][C@H:10]([CH2:14][C:15]1[CH:20]=[CH:19][C:18]([O:21][CH3:22])=[C:17]([O:23][CH2:24][CH2:25][CH2:26][O:27][CH3:28])[CH:16]=1)[CH:11]([CH3:12])[CH3:13])[C:7](=[O:37])[CH2:6][C@@H:5]([CH:49]([CH3:50])[CH3:51])[C:4]([OH:52])=[O:3])=[O:31])([CH3:36])([CH3:34])[CH3:35] |f:1.2|. Procedure: A solution of 10.0 g of (2S,5S,7S)-5-tert-butoxycarbonylamino-3-ethoxycarbonyl-2-isopropyl-7-[4-methoxy-3-(3-methoxypropoxy)-benzyl]-8-methyl-4-oxo-3-propoxycarbonyl-nonanoic acid ethyl ester in 20 mL of ethanol is treated with 25 mL of a 37% solution of sodium hydroxide at room temperature. The reaction mixture is stirred for 24 hours at room temperature and the ethanol removed by distillation in vacuum. The residue is extracted twice with 25 mL of dichloromethane. The pH of the aqueous layer i... The reactants are C[C-]1C(=C(C(=C1C)C)C)C.[C-]1(C=CC=C1)C(=O)N=[N+]=[N-].[Fe+2] (1′,2′,3′,4′,5′-pentamethylferrocene-1-carboxylic acid azide), C(C)(=O)O (acetic acid). Run in C(C)(=O)OC(C)=O (acetic anhydride). Yields the product C[C-]1C(=C(C(=C1)C)C)C.[C-]1(C=CC=C1C)CC(=O)N.[Fe+2] (1′,2′,3′,4′,5-pentamethylferrocen-1-yl-acetamide). Yield: 162.8%. RXN SMILES: [CH3:1][C-:2]1[C:6]([CH3:7])=[C:5](C)[C:4]([CH3:9])=[C:3]1[CH3:10].[C-]1([C:16]([N:18]=[N+]=[N-])=[O:17])C=CC=C1.[Fe+2:21].C(O)(=O)C>C(OC(=O)C)(=O)C>[CH3:7][C-:6]1[CH:5]=[C:4]([CH3:9])[C:3]([CH3:10])=[C:2]1[CH3:1].[C-:4]1([CH2:9][C:16]([NH2:18])=[O:17])[C:3]([CH3:10])=[CH:2][CH:6]=[CH:5]1.[Fe+2:21] |f:0.1.2,5.6.7|. Procedure: 0.13 g (0.4 mmol) of 1′,2′,3′,4′,5′-pentamethylferrocene-1-carboxylic acid azide are stirred with 0.5 ml of acetic acid in 10 ml of acetic anhydride at 80° c for five hours. Aqueous work-up gives 0.102 g of 1′,2′,3′,4′,5-pentamethylferrocen-1-yl-acetamide. Starting materials: CCO, Cl, [H][H], O=C(O)c1ccc(C(=O)O)c2c([N+](=O)[O-])cccc12. Product: CCOC(=O)c1ccc(C(=O)O)c2c([N+](=O)[O-])cccc12. As a reaction SMILES: [CH2:20]([CH3:21])[OH:22].[Cl:25].[H:23][H:24].[N+:1](=[O:2])([O-:3])[c:4]1[cH:5][cH:6][cH:7][c:8]2[c:9]([C:17](=[O:18])[OH:19])[cH:10][cH:11][c:12]([C:14](=[O:15])[OH:16])[c:13]12>>[N+:1](=[O:2])([O-:3])[c:4]1[cH:5][cH:6][cH:7][c:8]2[c:9]([C:17]([O:18][CH2:20][CH3:21])=[O:19])[cH:10][cH:11][c:12]([C:14](=[O:15])[OH:16])[c:13]12.